From a dataset of the Open Reaction Database (ORD), a public repository of structured organic reaction records. describe an organic reaction: reactants, conditions, products, and yield Reactants: O=C([O-])[O-], COC(=O)COc1ccc(F)c2[nH]c(=O)c(Cc3ccc(F)cc3)c(C)c12, CN(C)C=O, CC(=O)OC(F)(F)Cl, [K+], [K+], O. Yields the product COC(=O)COc1ccc(F)c2nc(OC(F)F)c(Cc3ccc(F)cc3)c(C)c12. RXN SMILES: [C:33](=[O:34])([O-:35])[O-:36].[CH3:1][O:2][C:3]([CH2:4][O:5][c:6]1[c:7]2[c:8]([CH3:26])[c:9]([CH2:18][c:19]3[cH:20][cH:21][c:22]([F:25])[cH:23][cH:24]3)[c:10](=[O:17])[nH:11][c:12]2[c:13]([F:16])[cH:14][cH:15]1)=[O:27].[CH3:28][N:29]([CH3:30])[CH:31]=[O:32].[Cl:39][C:40]([F:41])([F:42])[O:43][C:44](=[O:45])[CH3:46].[K+:37].[K+:38].[OH2:47]>>[CH3:1][O:2][C:3]([CH2:4][O:5][c:6]1[c:7]2[c:8]([CH3:26])[c:9]([CH2:18][c:19]3[cH:20][cH:21][c:22]([F:25])[cH:23][cH:24]3)[c:10]([O:17][CH:40]([F:41])[F:42])[n:11][c:12]2[c:13]([F:16])[cH:14][cH:15]1)=[O:27]. The reactants are CCO, N#CCCl, FC(F)(F)c1cccc(S)c1, [Na]. Yields the product N#CCSc1cccc(C(F)(F)F)c1. As a reaction SMILES: [CH3:17][CH2:18][OH:19].[Cl:13][CH2:14][C:15]#[N:16].[F:2][C:3]([c:4]1[cH:5][c:6]([SH:10])[cH:7][cH:8][cH:9]1)([F:11])[F:12].[Na:1]>>[F:2][C:3]([c:4]1[cH:5][c:6]([S:10][CH2:14][C:15]#[N:16])[cH:7][cH:8][cH:9]1)([F:11])[F:12]. Reactants: C(C#C)(=O)O (propiolic acid), C(CCCO)O (1,4-butanediol). Solvent: C1=CC=CC=C1 (benzene). Yields the product C(C#C)(=O)OCCCCOC(C#C)=O (1,4-butanediol dipropiolate). As a reaction SMILES: [C:1]([OH:5])(=[O:4])[C:2]#[CH:3].[CH2:6]([OH:11])[CH2:7][CH2:8][CH2:9]O>C1C=CC=CC=1>[C:1]([O:5][CH2:9][CH2:8][CH2:7][CH2:6][O:11][C:1](=[O:4])[C:2]#[CH:3])(=[O:4])[C:2]#[CH:3]. Procedure: The 1,4-butanediol dipropiolate was prepared as follows. A solution of 27.5 g. (0.393 mole) of propiolic acid in 75 ml of benzene was reacted with 16.07 g. (0.179 mole) of 1,4-butanediol in the presence of 1.5 g. paratoluenesulfonic acid as a catalyst. The reaction mixture was stirred and heated to reflux under nitrogen until 6.44 g. of water was azeotroped over into a Dean-Stark trap. The reaction mixture was washed with 10% sodium carbonate aqueous solution until the pH value of the mixture wa... Reactants: N#Cc1ccc2occ(C[P+](c3ccccc3)(c3ccccc3)c3ccccc3)c2c1, COc1ccc(CC=O)cc1, CCO, [Cl-], C1CCOC1. The product is COc1ccc(C=CCc2coc3ccc(C#N)cc23)cc1. Reaction SMILES: [C:2](#[N:3])[c:4]1[cH:5][cH:6][c:7]2[c:8]([c:9]([CH2:12][P+:13]([c:14]3[cH:15][cH:16][cH:17][cH:18][cH:19]3)([c:20]3[cH:21][cH:22][cH:23][cH:24][cH:25]3)[c:26]3[cH:27][cH:28][cH:29][cH:30][cH:31]3)[cH:10][o:11]2)[cH:32]1.[CH3:33][O:34][c:35]1[cH:36][cH:37][c:38]([CH2:41][CH:42]=[O:43])[cH:39][cH:40]1.[CH3:49][CH2:50][OH:51].[Cl-:1].[O:44]1[CH2:45][CH2:46][CH2:47][CH2:48]1>>[C:2](#[N:3])[c:4]1[cH:5][cH:6][c:7]2[c:8]([c:9]([CH2:12][CH:42]=[CH:41][c:38]3[cH:37][cH:36][c:35]([O:34][CH3:33])[cH:40][cH:39]3)[cH:10][o:11]2)[cH:32]1.